describe an organic reaction: reactants, conditions, products, and yield From a dataset of the Open Reaction Database (ORD), a public repository of structured organic reaction records. The reactants are C1(C=2C(C(N1CCO[C@H]1[C@@H](O[C@@H]([C@H]1O)COC(C1=CC=C(C=C1)OC)(C1=CC=C(C=C1)OC)C1=CC=CC=C1)N1C(=O)NC(=O)C(=C1)C)=O)=CC=CC2)=O (2′-O-(2-phthalimidoethyl)-5′-O-(4,4′-dimethoxy-trityl)-5-methyl Uridine), NN (hydrazine). Run in CO (methanol). Conditions: time 3 hour. The product is CO.[OH-].[NH4+] (methanol ammonium hydroxide), NCCO[C@H]1[C@@H](O[C@@H]([C@H]1O)COC(C1=CC=C(C=C1)OC)(C1=CC=C(C=C1)OC)C1=CC=CC=C1)N1C(=O)NC(=O)C(=C1)C (2′-O-(2-aminoethyl)-5′—O— (4,4′-dimethoxytrityl)-5-methyluridine). The yield is 212.5%. As a reaction SMILES: C1(=O)[N:5]([CH2:6][CH2:7][O:8][C@@H:9]2[C@H:13]([OH:14])[C@@H:12]([CH2:15][O:16][C:17]([C:34]3[CH:39]=[CH:38][CH:37]=[CH:36][CH:35]=3)([C:26]3[CH:31]=[CH:30][C:29]([O:32][CH3:33])=[CH:28][CH:27]=3)[C:18]3[CH:23]=[CH:22][C:21]([O:24][CH3:25])=[CH:20][CH:19]=3)[O:11][C@H:10]2[N:40]2[CH:47]=[C:46]([CH3:48])[C:44](=[O:45])[NH:43][C:41]2=[O:42])C(=O)C2=CC=CC=C12.NN>CO>[CH3:7][OH:8].[OH-:8].[NH4+:5].[NH2:5][CH2:6][CH2:7][O:8][C@@H:9]1[C@H:13]([OH:14])[C@@H:12]([CH2:15][O:16][C:17]([C:34]2[CH:39]=[CH:38][CH:37]=[CH:36][CH:35]=2)([C:18]2[CH:19]=[CH:20][C:21]([O:24][CH3:25])=[CH:22][CH:23]=2)[C:26]2[CH:31]=[CH:30][C:29]([O:32][CH3:33])=[CH:28][CH:27]=2)[O:11][C@H:10]1[N:40]1[CH:47]=[C:46]([CH3:48])[C:44](=[O:45])[NH:43][C:41]1=[O:42] |f:3.4.5|. Procedure details: 2′-O-Phthalimidoethyl-5′-O-DMT-5-methyluridine (3, 21.1 g, 0.029 mol) was dissolved in methanol (500 mL). Anhydrous hydrazine (4.9 mL, 0.15 mol) was added and the solution was heated to reflux. TLC after 3 h indicated a complete reaction. The residue was purified by chromatography on silica gel using methanol and then methanol-ammonium hydroxide (98:2) to give 4 (12.4 g, 70%). The material was completely soluble in methylene chloride and traces of silica from leaching of the column were removed ... The reactants are [BH4-], CCO, O=C(CCC(=O)c1cccc(F)c1)Nc1ccc(OC(F)(F)F)cc1, [Na+]. Yields the product O=C(CCC(O)c1cccc(F)c1)Nc1ccc(OC(F)(F)F)cc1. Reaction SMILES: [BH4-:26].[CH3:28][CH2:29][OH:30].[F:1][c:2]1[cH:3][c:4]([C:8]([CH2:9][CH2:10][C:11](=[O:12])[NH:13][c:14]2[cH:15][cH:16][c:17]([O:20][C:21]([F:22])([F:23])[F:24])[cH:18][cH:19]2)=[O:25])[cH:5][cH:6][cH:7]1.[Na+:27]>>[F:1][c:2]1[cH:3][c:4]([CH:8]([CH2:9][CH2:10][C:11](=[O:12])[NH:13][c:14]2[cH:15][cH:16][c:17]([O:20][C:21]([F:22])([F:23])[F:24])[cH:18][cH:19]2)[OH:25])[cH:5][cH:6][cH:7]1. Reaction SMILES: Br[C:2]1[CH:7]=[CH:6][C:5]([C:8]([N:10]2[CH2:15][CH2:14][N:13]([C:16]3[C:21]([CH3:22])=[CH:20][C:19]([CH:23]4[CH2:25][CH2:24]4)=[CH:18][N:17]=3)[CH2:12][CH2:11]2)=[O:9])=[C:4]([F:26])[CH:3]=1.[CH3:27][N:28]1[C:32](=[O:33])[CH:31]([CH3:34])[NH:30][C:29]1=[O:35]>>[CH:23]1([C:19]2[CH:20]=[C:21]([CH3:22])[C:16]([N:13]3[CH2:14][CH2:15][N:10]([C:8]([C:5]4[CH:6]=[CH:7][C:2]([N:30]5[CH:31]([CH3:34])[C:32](=[O:33])[N:28]([CH3:27])[C:29]5=[O:35])=[CH:3][C:4]=4[F:26])=[O:9])[CH2:11][CH2:12]3)=[N:17][CH:18]=2)[CH2:25][CH2:24]1. Reactants: BrC1=CC(=C(C=C1)C(=O)N1CCN(CC1)C1=NC=C(C=C1C)C1CC1)F ((4-bromo-2-fluorophenyl)[4-(5-cyclopropyl-3-methylpyridin-2-yl)piperazin-1-yl]methanone), CN1C(NC(C1=O)C)=O (3,5-dimethylimidazolidine-2,4-dione). The product is C1(CC1)C=1C=C(C(=NC1)N1CCN(CC1)C(=O)C1=C(C=C(C=C1)N1C(N(C(C1C)=O)C)=O)F)C (1-{4-[4-(5-cyclopropyl-3-methylpyridin-2-yl)piperazine-1-carbonyl]-3-fluorophenyl}-3,5-dimethylimidazolidine-2,4-dione). The yield is 27.5%. Procedure: Using (4-bromo-2-fluorophenyl)[4-(5-cyclopropyl-3-methylpyridin-2-yl)piperazin-1-yl]methanone (167 mg) described in Preparation Example 121 and 3,5-dimethylimidazolidine-2,4-dione (51 mg) described in Preparation Example 217 and by the reaction and treatment in the same manner as in Example 536, the title compound (51 mg) was obtained. Starting materials: CN1C(=NC2=C(C1=O)C(=CS2)C)S (3,5-dimethyl-2-mercaptothieno[2,3-d]pyrimidin-4(3H)-one), [OH-].[Na+].O (sodium hydroxide water), CN(C)C=O (DMF), C(C)(=O)OC1=CC=C(C(=O)C2=CC=C(CBr)C=C2)C=C1 (4-(4-acetoxybenzoyl)benzyl bromide). Run in C(C)O (ethanol), O (water). Conditions: temperature 60 celsius, time 1 hour. Yields the product C(C)(=O)OC1=CC=C(C(=O)C2=CC=C(CSC=3N(C(C4=C(N3)SC=C4C)=O)C)C=C2)C=C1 (2-[4-(4-Acetoxybenzoyl)benzylthio]-3,5-dimethylthieno[2,3-d]pyrimidin-4(3H)-one). Yield: 29.0%. Reaction SMILES: [CH3:1][N:2]1[C:7](=[O:8])[C:6]2[C:9]([CH3:12])=[CH:10][S:11][C:5]=2[N:4]=[C:3]1[SH:13].[OH-].[Na+].O.CN(C=O)C.[C:22]([O:25][C:26]1[CH:41]=[CH:40][C:29]([C:30]([C:32]2[CH:39]=[CH:38][C:35]([CH2:36]Br)=[CH:34][CH:33]=2)=[O:31])=[CH:28][CH:27]=1)(=[O:24])[CH3:23]>C(O)C.O>[C:22]([O:25][C:26]1[CH:41]=[CH:40][C:29]([C:30]([C:32]2[CH:33]=[CH:34][C:35]([CH2:36][S:13][C:3]3[N:2]([CH3:1])[C:7](=[O:8])[C:6]4[C:9]([CH3:12])=[CH:10][S:11][C:5]=4[N:4]=3)=[CH:38][CH:39]=2)=[O:31])=[CH:28][CH:27]=1)(=[O:24])[CH3:23] |f:1.2.3|. Procedure: To a solution of 3,5-dimethyl-2-mercaptothieno[2,3-d]pyrimidin-4(3H)-one (1.40 g) and 1N-sodium hydroxide/water (6.7 ml) in ethanol (13 ml)-DMF (25 ml) was added 4-(4-acetoxybenzoyl)benzyl bromide (2.68 g) and the mixture was stirred at room temperature at 60° C. for 1 hour. This reaction mixture was poured in water and extracted with ethyl acetate. The extract was washed with water, dried, and concentrated, and the residue was recrystallized from methanol to provide the title compound as colorl... Starting materials: O=C([O-])O, CCC1C(=O)NC1C#C[Si](C)(C)C, [Na+], O=S(=O)(O)O. The product is CCC1C(=O)NC1C(C)=O. RXN SMILES: [C:19](=[O:20])([OH:21])[O-:22].[CH2:1]([CH3:2])[CH:3]1[C:4](=[O:13])[NH:5][CH:6]1[C:7]#[C:8][Si:9]([CH3:10])([CH3:11])[CH3:12].[Na+:23].[S:14]([OH:15])(=[O:16])(=[O:17])[OH:18]>>[CH2:1]([CH3:2])[CH:3]1[C:4](=[O:13])[NH:5][CH:6]1[C:7]([CH3:8])=[O:15]. Starting materials: CNC(S)=N.OS(=O)(=O)O (methylthiopseudourea H2SO4), [OH-].[K+] (KOH), C(C1=CC=CC=C1)(=O)CC(=O)OCC (ethyl benzoylacetate). Run in O (H2O). Conditions: time 18 hour. Product: NC=1OC(=CC(N1)=O)C1=CC=CC=C1 (2-amino-6-phenyl-1,3-oxazine-4-one). Isolated yield 76.2%. Reaction SMILES: C[NH:2][C:3](=[NH:5])S.OS(O)(=O)=O.[OH-].[K+].[C:13]([CH2:21][C:22]([O:24]CC)=O)(=[O:20])[C:14]1[CH:19]=[CH:18][CH:17]=[CH:16][CH:15]=1>O>[NH2:5][C:3]1[O:20][C:13]([C:14]2[CH:19]=[CH:18][CH:17]=[CH:16][CH:15]=2)=[CH:21][C:22](=[O:24])[N:2]=1 |f:0.1,2.3|. Procedure: To 9.45 g (0.034M) of methylthiopseudourea H2SO4 is added 40.0 ml of H2O+8.0 g (0.142M) of KOH. With vigorous stirring, 12.0 g (0.0625M) of ethyl benzoylacetate (Aldrich) is also added and the heterogenous mixture allowed to stir at ambient temperature for 18 hours. The resulting solids are filtered and washed very well with H2O followed by ether. The solids are dried at 60° C. in a vacuum oven to yield 7.20 g (61.3 percent) of 2-amino-6-phenyl-1,3-oxazine-4-one. An analytical sample is recrysta... Reactants: C[O-], CO, C=Cc1cccc2c1C(=O)OC(C)(C)O2, Cl, [Na+]. Yields the product C=Cc1cccc(O)c1C(=O)O. RXN SMILES: [CH3:16][O-:17].[CH3:19][OH:20].[CH:1](=[CH2:2])[c:3]1[cH:4][cH:5][cH:6][c:7]2[c:12]1[C:11](=[O:13])[O:10][C:9]([CH3:14])([CH3:15])[O:8]2.[ClH:21].[Na+:18]>>[CH:1](=[CH2:2])[c:3]1[cH:4][cH:5][cH:6][c:7]([OH:8])[c:12]1[C:11](=[O:10])[OH:13].